This data is from the Open Reaction Database (ORD), a public repository of structured organic reaction records. The task is: describe an organic reaction: reactants, conditions, products, and yield Reactants: CCCCCC.C(C)OC(C)=O (hexane ethylacetate), O.O.C[N+](C)(C)[O-] (trimethylamine-N-oxide dihydrate), C(C)OC(C)=O (Ethylacetate), CS(=O)C (DMSO), C(Cl)Cl (methylenechloride). Conditions: time 3 hour. Yields the product ClC=1C=C(C2=CC=CC=C2C1)C=O (3-chloro-1-naphthaldehyde). The yield is 81.0%. As a reaction SMILES: O.O.C[N+]([O-])(C)C.[CH3:8]S(C)=O.[CH2:12]([Cl:14])Cl.C(O[C:18](=[O:20])[CH3:19])C.[CH3:21][CH2:22][CH2:23][CH2:24][CH2:25]C.C(O[C:30](=O)[CH3:31])C>>[Cl:14][C:12]1[CH:8]=[C:19]([CH:18]=[O:20])[C:21]2[C:30]([CH:31]=1)=[CH:25][CH:24]=[CH:23][CH:22]=2 |f:0.1.2,6.7|. Procedure details: The compound of Preparation 36-2) (3.00 g, 11.7 mmol) and trimethylamine-N-oxide dihydrate(3.90 g, 35.1 mmol) were added to a solvent mixture of DMSO(10 ml) and methylenechloride(5 ml), and the resulting mixture was stirred for 3 hours at room temperature. Ethylacetate(100 ml) was added and the mixture thus obtained was washed three times with aqueous sodium chloride solution. The organic layer was dried over anhydrous magnesium sulfate and concentrated. The residue was subjected to column chrom... Starting materials: ClC1=C(OCC(=O)O)C=C(C=C1)OC1=CC=C(C=C1)CN(C1=C(C(=CC=C1)NS(=O)(=O)C)C)CC1=C(C=C(C=C1)F)F ((2-chloro-5-{4-[((2,4-difluorobenzyl){2-methyl-3-[(methylsulfonyl)amino]phenyl}amino)methyl]phenoxy}phenoxy)acetic acid), Cl.C(C)OC(CCN)=O (β-alanine ethyl ester hydrochloride). Yields the product ClC1=C(OCC(=O)NCCC(=O)O)C=C(C=C1)OC1=CC=C(C=C1)CN(C1=C(C(=CC=C1)NS(=O)(=O)C)C)CC1=C(C=C(C=C1)F)F (N-((2-chloro-5-(4-(((2,4-difluorobenzyl)(2-methyl-3-((methylsulfonyl)amino)phenyl)amino)methyl)phenoxy)phenoxy)acetyl)-beta-alanine). As a reaction SMILES: [Cl:1][C:2]1[CH:12]=[CH:11][C:10]([O:13][C:14]2[CH:19]=[CH:18][C:17]([CH2:20][N:21]([CH2:34][C:35]3[CH:40]=[CH:39][C:38]([F:41])=[CH:37][C:36]=3[F:42])[C:22]3[CH:27]=[CH:26][CH:25]=[C:24]([NH:28][S:29]([CH3:32])(=[O:31])=[O:30])[C:23]=3[CH3:33])=[CH:16][CH:15]=2)=[CH:9][C:3]=1[O:4][CH2:5][C:6](O)=[O:7].Cl.C([O:46][C:47](=[O:51])[CH2:48][CH2:49][NH2:50])C>>[Cl:1][C:2]1[CH:12]=[CH:11][C:10]([O:13][C:14]2[CH:19]=[CH:18][C:17]([CH2:20][N:21]([CH2:34][C:35]3[CH:40]=[CH:39][C:38]([F:41])=[CH:37][C:36]=3[F:42])[C:22]3[CH:27]=[CH:26][CH:25]=[C:24]([NH:28][S:29]([CH3:32])(=[O:30])=[O:31])[C:23]=3[CH3:33])=[CH:16][CH:15]=2)=[CH:9][C:3]=1[O:4][CH2:5][C:6]([NH:50][CH2:49][CH2:48][C:47]([OH:51])=[O:46])=[O:7] |f:1.2|. Procedure details: The product from Example 91I and β-alanine ethyl ester hydrochloride was processed as described in Example 104B to provide the title compound. 1H NMR (300 MHz, DMSO-d6) δ8.97 (s, 1 H), 7.94 (t, 1 H), 7.40 (d, 1 H), 6.87-7.35 (m, 10 H), 6.76 (d, 1 H), 6.50 (dd, 1 H), 4.56 (s, 2 H), 4.08 (s, 2 H), 4.06 (s, 2 H), 3.32 (q, 2 H), 2.90 (s, 3 H), 2.39 (t, 3 H), 2.33 (s, 3 H); MS (ESI) m/z 688 (M+H+).